This data is from the Open Reaction Database (ORD), a public repository of structured organic reaction records. The task is: describe an organic reaction: reactants, conditions, products, and yield Starting materials: CCCCCCCCCCCOc1cnc(-c2ccc(C(=O)O)cc2)nc1, O=S(Cl)Cl. The product is CCCCCCCCCCCOc1cnc(-c2ccc(C(=O)O)cc2)nc1, [Cl-]. As a reaction SMILES: [CH2:1]([CH2:2][CH2:3][CH2:4][CH2:5][CH2:6][CH2:7][CH2:8][CH2:9][CH2:10][CH3:11])[O:12][c:13]1[cH:14][n:15][c:16](-[c:19]2[cH:20][cH:21][c:22]([C:23](=[O:24])[OH:25])[cH:26][cH:27]2)[n:17][cH:18]1.[S:28]([Cl:29])([Cl:30])=[O:31]>>[CH2:1]([CH2:2][CH2:3][CH2:4][CH2:5][CH2:6][CH2:7][CH2:8][CH2:9][CH2:10][CH3:11])[O:12][c:13]1[cH:14][n:15][c:16](-[c:19]2[cH:20][cH:21][c:22]([C:23](=[O:24])[OH:25])[cH:26][cH:27]2)[n:17][cH:18]1.[Cl-:30]. Run at time 0.5 hour. The solvent is C1CCOC1 (THF). As a reaction SMILES: [C:1]([C:4]1[C:12]2[C:7](=[CH:8][CH:9]=[CH:10][CH:11]=2)[NH:6][CH:5]=1)(=[O:3])[CH3:2].[H-].[Na+].[CH3:15]I>C1COCC1>[C:1]([C:4]1[C:12]2[C:7](=[CH:8][CH:9]=[CH:10][CH:11]=2)[N:6]([CH3:15])[CH:5]=1)(=[O:3])[CH3:2] |f:1.2|. Procedure: 3-Acetyl-1H-indole (4.00 g, 0.025 mol) was dissolved in dry THF (100 ml), and treated with 80% sodium hydride (0.794 g, 0.0263 mol) with stirring under Ar. After 0.5 h, methyl iodide (2.36 ml, 0.038 mol) was added. After 20 h, the reaction mixture was evaporated under reduced pressure and the residue partitioned between ethyl acetate and water. The organic layer was then dried (Na2SO4), and evaporated under reduced pressure to give the title compound as a pale brown oil which crystallised on sta... Reactants: [H-].[Na+] (sodium hydride), C(C)(=O)C1=CNC2=CC=CC=C12 (3-Acetyl-1H-indole), CI (methyl iodide). Yields the product C(C)(=O)C1=CN(C2=CC=CC=C12)C (3-Acetyl-1-methyl-1H-indole). Reactants: COC(=O)CC(C)=O, CCCC[N+](CCCC)(CCCC)CCCC, COCCOC, N#Cc1cncc(CCl)c1, Cl, [H-], [I-], [Na+], O. Yields the product COC(=O)C(Cc1cncc(C#N)c1)C(C)=O. Reaction SMILES: [C:3]([CH2:4][C:5](=[O:6])[CH3:7])(=[O:8])[O:9][CH3:10].[CH2:29]([N+:30]([CH2:31][CH2:32][CH2:33][CH3:34])([CH2:35][CH2:36][CH2:37][CH3:38])[CH2:39][CH2:40][CH2:41][CH3:42])[CH2:43][CH2:44][CH3:45].[CH3:22][O:23][CH2:24][CH2:25][O:26][CH3:27].[Cl:11][CH2:12][c:13]1[cH:14][c:15]([C:19]#[N:20])[cH:16][n:17][cH:18]1.[ClH:21].[H-:1].[I-:28].[Na+:2].[OH2:46]>>[C:3]([CH:4]([C:5](=[O:6])[CH3:7])[CH2:12][c:13]1[cH:14][c:15]([C:19]#[N:20])[cH:16][n:17][cH:18]1)(=[O:8])[O:9][CH3:10]. Reactants: SCCS, CCCCCC, CCOC(=O)C1=CC(=O)CCC1S(=O)(=O)Nc1ccc(F)cc1Cl, ClCCl, [Na+], [OH-]. The product is CCOC(=O)C1=CC2(CCC1S(=O)(=O)Nc1ccc(F)cc1Cl)SCCS2. As a reaction SMILES: [CH2:25]([CH2:26][SH:27])[SH:28].[CH3:31][CH2:32][CH2:33][CH2:34][CH2:35][CH3:36].[Cl:1][c:2]1[c:3]([NH:9][S:10](=[O:11])(=[O:12])[CH:13]2[CH2:14][CH2:15][C:16](=[O:24])[CH:17]=[C:18]2[C:19](=[O:20])[O:21][CH2:22][CH3:23])[cH:4][cH:5][c:6]([F:8])[cH:7]1.[Cl:37][CH2:38][Cl:39].[Na+:30].[OH-:29]>>[Cl:1][c:2]1[c:3]([NH:9][S:10](=[O:11])(=[O:12])[CH:13]2[CH2:14][CH2:15][C:16]3([CH:17]=[C:18]2[C:19](=[O:20])[O:21][CH2:22][CH3:23])[S:27][CH2:26][CH2:25][S:28]3)[cH:4][cH:5][c:6]([F:8])[cH:7]1. The reactants are CN(C(=O)n1cc[n+](C)c1)c1ccccc1, [I-], CC1(C)CC(=O)N(c2ccc(O)cc2)C(=O)C1. The product is CN(C(=O)Oc1ccc(N2C(=O)CC(C)(C)CC2=O)cc1)c1ccccc1. Reaction SMILES: [CH3:19][n+:20]1[cH:21][cH:22][n:23]([C:25]([N:26]([c:27]2[cH:28][cH:29][cH:30][cH:31][cH:32]2)[CH3:33])=[O:34])[cH:24]1.[I-:18].[OH:1][c:2]1[cH:3][cH:4][c:5]([N:8]2[C:9](=[O:17])[CH2:10][C:11]([CH3:15])([CH3:16])[CH2:12][C:13]2=[O:14])[cH:6][cH:7]1>>[O:1]([c:2]1[cH:3][cH:4][c:5]([N:8]2[C:9](=[O:17])[CH2:10][C:11]([CH3:15])([CH3:16])[CH2:12][C:13]2=[O:14])[cH:6][cH:7]1)[C:25]([N:26]([c:27]1[cH:28][cH:29][cH:30][cH:31][cH:32]1)[CH3:33])=[O:34]. The reactants are C=1(C(=CC=C(C1)C)C)O (2,5-Xylenol), S(O)(O)(=O)=O (sulfuric acid), CC(C)=C (isobutylene). The solvent is O (water), C(=O)(O)[O-].[Na+] (NaHCO3). Yields the product C(C)(C)(C)C=1C=C(C(=CC1C)O)C (4-t-Butyl-2,5-xylenol). Isolated yield 49.0%. As a reaction SMILES: [C:1]1([OH:9])[C:2]([CH3:8])=[CH:3][CH:4]=[C:5]([CH3:7])[CH:6]=1.S(=O)(=O)(O)O.[CH3:15][C:16](=[CH2:18])[CH3:17]>O.C([O-])(O)=O.[Na+]>[C:16]([C:4]1[CH:3]=[C:2]([CH3:8])[C:1]([OH:9])=[CH:6][C:5]=1[CH3:7])([CH3:18])([CH3:17])[CH3:15] |f:4.5|. Reported procedure: 2,5-Xylenol (90 g, 0.73 mol) was melted at 80° C., 1 mL of concentrated sulfuric acid was added, and the mixture was heated at 90° C. while isobutylene gas was introduced subsurface over 4 hours. The reaction appeared to stall at about 80% conversion. The reaction mass was diluted with water and neutralized with NaHCO3, and some starting xylenol was removed by steam-distillation. Since the steam-distillation did not completely remove the starting material, the residue was dissolved in hot hexane...